Dataset: the Open Reaction Database (ORD), a public repository of structured organic reaction records. Task: describe an organic reaction: reactants, conditions, products, and yield Reported procedure: Methyl 3-amino-2-thiophenecarboxylate (5.0 g (32 mmol) was dissolved in 16 mL of chloroform and to this solution 4.17 g (32 mmol) of ethoxycarbonyl isothiocyanate was added slowly with stirring at ambient temperature. A precipitate began to appear after a few minutes and after 20 min the volatile components were removed by evaporation under reduced pressure. The tan solid residue obtained was diluted with 20 mL of ether and allowed to stir for about 20 min and then 100 mL of hexane was added. Th... The solvent is CCOCC (ether), C(Cl)(Cl)Cl (chloroform). Starting materials: NC1=C(SC=C1)C(=O)OC (Methyl 3-amino-2-thiophenecarboxylate), C(C)OC(=O)N=C=S (ethoxycarbonyl isothiocyanate), CCCCCC (hexane). Reaction SMILES: [NH2:1][C:2]1[CH:6]=[CH:5][S:4][C:3]=1[C:7]([O:9][CH3:10])=[O:8].[CH2:11]([O:13][C:14]([N:16]=[C:17]=[S:18])=[O:15])[CH3:12].CCCCCC>C(Cl)(Cl)Cl.CCOCC>[CH2:11]([O:13][C:14]([NH:16][C:17]([NH:1][C:2]1[CH:6]=[CH:5][S:4][C:3]=1[C:7]([O:9][CH3:10])=[O:8])=[S:18])=[O:15])[CH3:12]. Yields the product C(C)OC(=O)NC(=S)NC1=C(SC=C1)C(=O)OC (N-Ethoxycarbonyl-N'-(2-methoxycarbonyl-3-thienyl)thiourea). Reaction conditions: time 20 minute. Reactants: OC=1C=C(C(=O)OC)C=CC1 (Methyl 3-hydroxybenzoate), C(C)(C)(C)OC(=O)N(CCO)C (N-t-Butyloxycarbonyl-N-methyl-2-aminoethanol), N(=NC(=O)OC(C)C)C(=O)OC(C)C (diisopropyl azodicarboxylate), C1(=CC=CC=C1)P(C1=CC=CC=C1)C1=CC=CC=C1 (triphenylphosphine). Solvent: C1CCOC1 (THF). Conditions: time 18 hour. Yields the product C(C)(C)(C)OC(=O)N(C)CCOC=1C=C(C(=O)OC)C=CC1 (Methyl 3-((2-(N-t-Butyloxycarbonyl-N-methylamino)ethoxy))benzoate). Yield: 72.3%. RXN SMILES: [OH:1][C:2]1[CH:3]=[C:4]([CH:9]=[CH:10][CH:11]=1)[C:5]([O:7][CH3:8])=[O:6].[C:12]([O:16][C:17]([N:19]([CH3:23])[CH2:20][CH2:21]O)=[O:18])([CH3:15])([CH3:14])[CH3:13].N(C(OC(C)C)=O)=NC(OC(C)C)=O.C1(P(C2C=CC=CC=2)C2C=CC=CC=2)C=CC=CC=1>C1COCC1>[C:12]([O:16][C:17]([N:19]([CH2:20][CH2:21][O:1][C:2]1[CH:3]=[C:4]([CH:9]=[CH:10][CH:11]=1)[C:5]([O:7][CH3:8])=[O:6])[CH3:23])=[O:18])([CH3:15])([CH3:14])[CH3:13]. Procedure: Methyl 3-hydroxybenzoate (6.4 g, 42 mmol), alcohol 121a (7.4 g, 42 mmol), diisopropyl azodicarboxylate (8.3 mL, 42 mmol), and triphenylphosphine (11.1 g, 42 mmol) were stirred in dry THF (120 mL) at 0 ° C. for 1 h, then for 18 h at room temperature. After evaporation of solvent, the product was isolated by chromatography on silica gel, eluting with 0% to 30% EtOAc in hexane to yield a clear oil (9.4 g). IR(film) cm-1 1726, 1696. 1H NMR(300 MHz, CDCl3): 7.64-7.09 (m, 4H), 4.13 (m, 2H), 3.92 (s, 3... Reactants: NC1=C(C2=C(S1)C1=CC=CC=C1C2)C(=O)N (2-amino-4H-indeno[1,2-b]thiophene-3-carboxylic acid amide), NC1=C(C2=C(S1)C1=CC=C(C=C1CC2)Br)C(=O)N (2-amino-7-bromo-4,5-dihydro-naphtho[1,2-b]thiophene-3-carboxylic acid amide). Yields the product C(C)(=O)NC1=C(C2=C(S1)C1=CC=C(C=C1CC2)Br)C(=O)N (2-Acetylamino-7-bromo-4,5-dihydro-naphtho[1,2-b]thiophene-3-carboxylic acid amide). RXN SMILES: NC1SC2C3C(CC=2[C:3]=1[C:14](N)=[O:15])=CC=CC=3.[NH2:17][C:18]1[S:22][C:21]2[C:23]3[C:28]([CH2:29][CH2:30][C:20]=2[C:19]=1[C:32]([NH2:34])=[O:33])=[CH:27][C:26]([Br:31])=[CH:25][CH:24]=3>>[C:14]([NH:17][C:18]1[S:22][C:21]2[C:23]3[C:28]([CH2:29][CH2:30][C:20]=2[C:19]=1[C:32]([NH2:34])=[O:33])=[CH:27][C:26]([Br:31])=[CH:25][CH:24]=3)(=[O:15])[CH3:3]. Procedure: The title compound was prepared by the same procedure as Example 3 except that 2-amino-4H-indeno[1,2-b]thiophene-3-carboxylic acid amide was replaced with 2-amino-7-bromo-4,5-dihydro-naphtho[1,2-b]thiophene-3-carboxylic acid amide to give the above title compound as light grey solid. ESMS m/z: 366 [M+H]+.